Dataset: the Open Reaction Database (ORD), a public repository of structured organic reaction records. Task: describe an organic reaction: reactants, conditions, products, and yield Starting materials: BrCc1ccc(Br)nc1, CC#N, CN. The product is CNCc1ccc(Br)nc1. Reaction SMILES: [Br:3][c:4]1[cH:5][cH:6][c:7]([CH2:10][Br:11])[cH:8][n:9]1.[CH3:12][C:13]#[N:14].[CH3:1][NH2:2]>>[CH3:1][NH:2][CH2:10][c:7]1[cH:6][cH:5][c:4]([Br:3])[n:9][cH:8]1.